Dataset: the Open Reaction Database (ORD), a public repository of structured organic reaction records. Task: describe an organic reaction: reactants, conditions, products, and yield Reactants: CC(C)(C)OC(=O)N1CCC(C#N)CC1, C1CCOC1, C[Si](C)(C)[N-][Si](C)(C)C, Cc1ccnc(F)c1, [Na+]. Yields the product Cc1ccnc(C2(C#N)CCN(C(=O)OC(C)(C)C)CC2)c1. RXN SMILES: [C:1](#[N:2])[CH:3]1[CH2:4][CH2:5][N:6]([C:9](=[O:10])[O:11][C:12]([CH3:13])([CH3:14])[CH3:15])[CH2:7][CH2:8]1.[CH2:34]1[O:35][CH2:36][CH2:37][CH2:38]1.[CH3:24][Si:25]([N-:26][Si:27]([CH3:28])([CH3:29])[CH3:30])([CH3:31])[CH3:32].[F:16][c:17]1[n:18][cH:19][cH:20][c:21]([CH3:23])[cH:22]1.[Na+:33]>>[C:1](#[N:2])[C:3]1([c:17]2[n:18][cH:19][cH:20][c:21]([CH3:23])[cH:22]2)[CH2:4][CH2:5][N:6]([C:9](=[O:10])[O:11][C:12]([CH3:13])([CH3:14])[CH3:15])[CH2:7][CH2:8]1. Reactants: Cc1cc(Cl)nc(NCCN(C)C)c1, CCO, [Cu+2], N, O=S(=O)([O-])[O-]. Yields the product Cc1cc(N)nc(NCCN(C)C)c1. As a reaction SMILES: [CH3:1][N:2]([CH2:3][CH2:4][NH:5][c:6]1[n:7][c:8]([Cl:13])[cH:9][c:10]([CH3:12])[cH:11]1)[CH3:14].[CH3:22][CH2:23][OH:24].[Cu+2:21].[NH3:15].[S:16]([O-:17])([O-:18])(=[O:19])=[O:20]>>[CH3:1][N:2]([CH2:3][CH2:4][NH:5][c:6]1[n:7][c:8]([NH2:15])[cH:9][c:10]([CH3:12])[cH:11]1)[CH3:14]. The reactants are BrCc1ccccc1, CC1(CCCCO)CCCCC12OCCO2, [H-], [Na+], O, c1ccccc1. The product is CC1(CCCCOCc2ccccc2)CCCCC12OCCO2. As a reaction SMILES: [CH2:19]([c:20]1[cH:21][cH:22][cH:23][cH:24][cH:25]1)[Br:26].[CH2:1]1[O:2][C:3]2([C:4]([CH3:9])([CH2:10][CH2:11][CH2:12][CH2:13][OH:14])[CH2:5][CH2:6][CH2:7][CH2:8]2)[O:15][CH2:16]1.[H-:17].[Na+:18].[OH2:33].[cH:27]1[cH:28][cH:29][cH:30][cH:31][cH:32]1>>[CH2:1]1[O:2][C:3]2([C:4]([CH3:9])([CH2:10][CH2:11][CH2:12][CH2:13][O:14][CH2:19][c:20]3[cH:21][cH:22][cH:23][cH:24][cH:25]3)[CH2:5][CH2:6][CH2:7][CH2:8]2)[O:15][CH2:16]1. Reactants: FC1=CC=C(C=C1)C1(C(=C(C2=CC=CC=C12)C1=CC2=C(C=C1)OCO2)C(=O)OCC)O (ethyl (1RS)-1-(4-fluorophenyl)-1-hydroxy-3-(3,4methylenedioxyphenyl)indene-2-carboxylate), C(C)[SiH](CC)CC (triethylsilane), RS-1-(Fluorophenyl)-3-(3,4-methylenedioxyphenyl)indene-2-carboxylate, B(F)(F)F.CCOCC (boron trifluoride etherate), Cl (HCl). Run in C(Cl)Cl (CH2Cl2). Reaction conditions: time 15 minute. Yields the product FC1=CC=C(C=C1)C1C(C(C2=CC=CC=C12)C1=CC2=C(C=C1)OCO2)C(=O)O ((1RS,2SR,3SR)-1-(4-Fluorophenyl)-3-(3,4-methylenedioxyphenyl)indane-2-carboxylic acid). Isolated yield 96.6%. RXN SMILES: [F:1][C:2]1[CH:7]=[CH:6][C:5]([C:8]2(O)[C:16]3[C:11](=[CH:12][CH:13]=[CH:14][CH:15]=3)[C:10]([C:17]3[CH:22]=[CH:21][C:20]4[O:23][CH2:24][O:25][C:19]=4[CH:18]=3)=[C:9]2[C:26]([O:28]CC)=[O:27])=[CH:4][CH:3]=1.C([SiH](CC)CC)C.B(F)(F)F.CCOCC.Cl>C(Cl)Cl>[F:1][C:2]1[CH:7]=[CH:6][C:5]([CH:8]2[C:16]3[C:11](=[CH:12][CH:13]=[CH:14][CH:15]=3)[CH:10]([C:17]3[CH:22]=[CH:21][C:20]4[O:23][CH2:24][O:25][C:19]=4[CH:18]=3)[CH:9]2[C:26]([OH:28])=[O:27])=[CH:4][CH:3]=1 |f:2.3|. Reported procedure: Ethyl (RS-1-(Fluorophenyl)-3-(3,4-methylenedioxyphenyl)indene-2-carboxylate. To a solution of ethyl (1RS)-1-(4-fluorophenyl)-1-hydroxy-3-(3,4methylenedioxyphenyl)indene-2-carboxylate (45 mg, 0.11 mmol) in CH2Cl2 (3 ml) at 0° C. was added triethylsilane (38 μl, 0.24 mmol), followed by boron trifluoride etherate (121 μl, 0.98 mmol). The reaction mixture was allowed to warm to room temperature and stirred for 15 min, at which time was added slowly 3M HCl. The mixture was extracted with EtOAc. The o...